Task: describe an organic reaction: reactants, conditions, products, and yield. Dataset: the Open Reaction Database (ORD), a public repository of structured organic reaction records Reactants: CS(=O)(=O)O, COc1ccc(CCC(=O)O)cc1O. Product: COc1cc2c(cc1O)CCC2=O. RXN SMILES: [CH3:15][S:16](=[O:17])(=[O:18])[OH:19].[OH:1][c:2]1[cH:3][c:4]([CH2:10][CH2:11][C:12](=[O:13])[OH:14])[cH:5][cH:6][c:7]1[O:8][CH3:9]>>[OH:1][c:2]1[cH:3][c:4]2[c:5]([cH:6][c:7]1[O:8][CH3:9])[C:12](=[O:14])[CH2:11][CH2:10]2. The reactants are CNC, CO, Cl, N#Cc1cccc(-c2ccc3c(N)c(C(=O)c4ccc(Cl)cc4Cl)oc3c2)c1. Yields the product CN(C)C(=N)c1cccc(-c2ccc3c(N)c(C(=O)c4ccc(Cl)cc4Cl)oc3c2)c1. Reaction SMILES: [CH3:30][NH:31][CH3:32].[CH3:33][OH:34].[ClH:29].[NH2:1][c:2]1[c:3]([C:19]([c:20]2[c:21]([Cl:27])[cH:22][c:23]([Cl:26])[cH:24][cH:25]2)=[O:28])[o:4][c:5]2[c:6]1[cH:7][cH:8][c:9](-[c:11]1[cH:12][c:13]([C:14]#[N:15])[cH:16][cH:17][cH:18]1)[cH:10]2>>[NH2:1][c:2]1[c:3]([C:19]([c:20]2[c:21]([Cl:27])[cH:22][c:23]([Cl:26])[cH:24][cH:25]2)=[O:28])[o:4][c:5]2[c:6]1[cH:7][cH:8][c:9](-[c:11]1[cH:12][c:13]([C:14](=[NH:15])[N:31]([CH3:30])[CH3:32])[cH:16][cH:17][cH:18]1)[cH:10]2.